From a dataset of the Open Reaction Database (ORD), a public repository of structured organic reaction records. describe an organic reaction: reactants, conditions, products, and yield RXN SMILES: [Cl:1][C:2]1[CH:3]=[C:4]([C:10]2[N:11]([C:20]3[CH:25]=[CH:24][C:23]([S:26]([CH3:29])(=[O:28])=[O:27])=[CH:22][CH:21]=3)[CH2:12][C:13](O)([C:15]([F:18])([F:17])[F:16])[N:14]=2)[CH:5]=[CH:6][C:7]=1[O:8][CH3:9].O.C1(C)C=CC(S(O)(=O)=O)=CC=1>C1(C)C=CC=CC=1>[Cl:1][C:2]1[CH:3]=[C:4]([C:10]2[N:11]([C:20]3[CH:25]=[CH:24][C:23]([S:26]([CH3:29])(=[O:27])=[O:28])=[CH:22][CH:21]=3)[CH:12]=[C:13]([C:15]([F:18])([F:17])[F:16])[N:14]=2)[CH:5]=[CH:6][C:7]=1[O:8][CH3:9] |f:1.2|. Reported procedure: A mixture of 2-(3-chloro-4-methoxyphenyl)-4-hydroxy-1-[4-(methylsulfonyl)phenyl]-4-trifluoromethyl-4,5-dihydro-1H-imidazole (10 mmol) and p-toluenesulfonic acid monohydrate (1 mmol) in toluene (100 mL) is heated to reflux for 72 hours. The reaction mixture is cooled and the solvent removed under reduced pressure. The crude residue is redissolved in methylene chloride and washed with water, aqueous sodium bicarbonate and brine. After drying (Na2SO4), filtration and concentration in vacuo, the cru... The product is ClC=1C=C(C=CC1OC)C=1N(C=C(N1)C(F)(F)F)C1=CC=C(C=C1)S(=O)(=O)C (2-(3-chloro-4-methoxyphenyl)-1-[4-(methylsulfonyl)phenyl]-4-trifluoromethyl-1H-imidazole). The solvent is C1(=CC=CC=C1)C (toluene). Starting materials: ClC=1C=C(C=CC1OC)C=1N(CC(N1)(C(F)(F)F)O)C1=CC=C(C=C1)S(=O)(=O)C (2-(3-chloro-4-methoxyphenyl)-4-hydroxy-1-[4-(methylsulfonyl)phenyl]-4-trifluoromethyl-4,5-dihydro-1H-imidazole), O.C1(=CC=C(C=C1)S(=O)(=O)O)C (p-toluenesulfonic acid monohydrate). Reactants: BrC1=CC=C(C=C1)C(=O)C(O)C1=CC=C(C=C1)Br (4,4′-dibromobenzoin), [N+](=O)([O-])[O-].[NH4+] (ammonium nitrate). Reagents/catalysts: C(C)(=O)[O-].[Cu+2].C(C)(=O)[O-] (copper(II) acetate). Solvent: C(C)(=O)O (acetic acid). Product: BrC1=CC=C(C=C1)C(=O)C(=O)C1=CC=C(C=C1)Br (4,4′-Dibromobenzil). Isolated yield 64.2%. As a reaction SMILES: [Br:1][C:2]1[CH:7]=[CH:6][C:5]([C:8]([CH:10]([C:12]2[CH:17]=[CH:16][C:15]([Br:18])=[CH:14][CH:13]=2)[OH:11])=[O:9])=[CH:4][CH:3]=1.[N+]([O-])([O-])=O.[NH4+]>C(O)(=O)C.C([O-])(=O)C.[Cu+2].C([O-])(=O)C>[Br:1][C:2]1[CH:3]=[CH:4][C:5]([C:8]([C:10]([C:12]2[CH:13]=[CH:14][C:15]([Br:18])=[CH:16][CH:17]=2)=[O:11])=[O:9])=[CH:6][CH:7]=1 |f:1.2,4.5.6|. Procedure: A solution of 4,4′-dibromobenzoin (20.2 g, 0.055 mol), ammonium nitrate (4.6 g, 0.0575 mol) and copper(II) acetate (0.100 g, 0.0005 mol) in 80 percent aqueous acetic acid (200 mL) is heated at reflux for three hours. The reaction mixture is cooled to room temperature and the product which crystallizes out is filtered off, washed with ethanol and dried, giving 13.0 g (64 percent) of product as a light yellow solid, mp 226° C. to 228° C. 1H NMR (CDCl3) δ 7.83 (d, J=8.5 Hz, 4H), 7.66 (d, J=8.5 Hz, ... Reactants: ClC1=CC=2SC3=CC(=CC=C3OC2C=C1)C(C)NO (2-Chloro-8-(1-hydroxaminoethyl)phenoxathiin), C[Si](C)(C)N=C=O (trimethylsilyl isocyanate), O (water). The solvent is C1CCOC1 (THF). Conditions: time 45 minute. The product is ClC1=CC=C2OC=3C=CC(=CC3SC2=C1)C(C)N(C(=O)N)O (N-[1-(8-Chlorophenoxathiin-2-yl)ethyl]-N-hydroxy urea). RXN SMILES: [Cl:1][C:2]1[CH:15]=[CH:14][C:13]2[O:12][C:11]3[C:6](=[CH:7][C:8]([CH:16]([NH:18][OH:19])[CH3:17])=[CH:9][CH:10]=3)[S:5][C:4]=2[CH:3]=1.C[Si]([N:24]=[C:25]=[O:26])(C)C.O>C1COCC1>[Cl:1][C:2]1[CH:3]=[C:4]2[C:13]([O:12][C:11]3[CH:10]=[CH:9][C:8]([CH:16]([N:18]([OH:19])[C:25]([NH2:24])=[O:26])[CH3:17])=[CH:7][C:6]=3[S:5]2)=[CH:14][CH:15]=1. Procedure: To a solution of the product from Step 1 (320 mg, 1.09 mmol) in THF (15 mL) there was added 85% trimethylsilyl isocyanate (295 mg, 2.18 mmol) and the mixture was stirred at room temperature for 45 minutes. After addition of water (5 mL) the mixture was stirred a further 10 minutes, then the THF was evaporated, the residual aqueous suspension diluted with water and filtered to afford the title compound as a white solid, m.p.: dec 173° C. (gassing). Reactants: C(C)(=O)OCC1([C@@H]([C@@H]([C@H](C(OC(C)=O)O1)OC(C)=O)OC(C)=O)OC(C)=O)COC(C)=O (5-(acetoxymethyl)-1,2,3,4,6-penta-O-acetyl-L-arabino-hexopyranose). Solvent: C[O-].[Na+] (sodium methoxide). The product is OCC([C@H]1[C@@H]([C@H](C(O)O1)O)O)(O)CO (5-C-Hydroxymethyl-L-arabino-hexofuranose). Isolated yield 27.3%. Reaction SMILES: C([O:4][CH2:5][C:6]1([CH2:28][O:29]C(=O)C)[O:15]C(OC(=O)C)[C@H:9]([O:16]C(=O)C)[C@@H:8]([O:20]C(=O)C)[C@H:7]1[O:24][C:25](=[O:27])C)(=O)C>C[O-].[Na+]>[OH:29][CH2:28][C:6]([CH2:5][OH:4])([OH:15])[C@@H:7]1[O:24][CH:25]([OH:27])[C@H:9]([OH:16])[C@H:8]1[OH:20] |f:1.2|. Procedure: A solution of 5-C-(acetoxymethyl)-1,2,3,4,6-penta-O-acetyl-L-arabino-hexopyranose (7) (4.0 g, 8.7 mmol) in 0.05M methanolic sodium methoxide (50.0 ml) is stirred at room temperature for 2 hours. The reaction mixture is deionized with Amberlite IR-120 (H+) and evaporated to oily residue. Purification on a silica column with chloroform:methanol (4:1) followed by chloroform:methanol (3:2) gives 0.5 g (27%) of (8). Reaction SMILES: C([O:9][C@H:10]1[C@@H:14]([O:15]C(=O)C2C=CC=CC=2)[C@H:13]([CH2:24][O:25]C(=O)C2C=CC=CC=2)[O:12][C@@H:11]1[N:34]1[CH:42]=[N:41][C:40]2[C:35]1=[N:36][C:37]([NH:44]C(=O)C)=[N:38][C:39]=2Cl)(=O)C1C=CC=CC=1.SC([OH:51])C.C[O-].[Na+]>C(O)(=O)C>[C@H:11]1([N:34]2[CH:42]=[N:41][C:40]3[C:39](=[O:51])[NH:38][C:37]([NH2:44])=[N:36][C:35]2=3)[O:12][C@@H:13]([CH2:24][OH:25])[C@H:14]([OH:15])[C@@H:10]1[OH:9] |f:2.3|. Reactants: C(C1=CC=CC=C1)(=O)O[C@@H]1[C@H](O[C@H]([C@@H]1OC(C1=CC=CC=C1)=O)COC(C1=CC=CC=C1)=O)N1C2=NC(=NC(=C2N=C1)Cl)NC(C)=O (9 - (2,3,5-Tri-O-benzoyl-β-L-ribofuranosyl)-2-acetamido-6-chloropurine), SC(C)O (mercaptoethanol), C[O-].[Na+] (NaOMe). Yield: 86.3%. Procedure: A mixture of 12 (0.58 g, 0.88 mmol), mercaptoethanol (0.25 ml, 3.53 mmol) and NaOMe (0.76 ml, 3.53 mmol, 35% weight solution in MeOH (10 ml)) was refluxed for six hours. The reaction mixture was cooled, neutralized with glacial acetic acid and evaporated to dryness. The solid obtained was washed with CHCl3 and the residue was crystallized from water to yield pure 13 (0.215 g, 86%) as white crystal: m.p. 248° C. (dec). The product is [C@H]1([C@@H](O)[C@@H](O)[C@@H](O1)CO)N1C=2N=C(NC(C2N=C1)=O)N (9-β-L-Ribofuranosylguanine). Run in C(C)(=O)O (acetic acid).